The task is: describe an organic reaction: reactants, conditions, products, and yield. This data is from the Open Reaction Database (ORD), a public repository of structured organic reaction records. The reactants are O=[N+]([O-])c1cc(C(F)(F)F)c(Cl)c2[nH]c(C(F)(F)F)nc12, [Na], OC1CCCCC1. The product is O=[N+]([O-])c1cc(C(F)(F)F)c(OC2CCCCC2)c2[nH]c(C(F)(F)F)nc12. Reaction SMILES: [Cl:1][c:2]1[c:3]([C:18]([F:19])([F:20])[F:21])[cH:4][c:5]([N+:15](=[O:16])[O-:17])[c:6]2[n:7][c:8]([C:11]([F:12])([F:13])[F:14])[nH:9][c:10]12.[Na:22].[OH:23][CH:24]1[CH2:25][CH2:26][CH2:27][CH2:28][CH2:29]1>>[c:2]1([O:23][CH:24]2[CH2:25][CH2:26][CH2:27][CH2:28][CH2:29]2)[c:3]([C:18]([F:19])([F:20])[F:21])[cH:4][c:5]([N+:15](=[O:16])[O-:17])[c:6]2[n:7][c:8]([C:11]([F:12])([F:13])[F:14])[nH:9][c:10]12. The reactants are CC1=CC=C2C=C(NC2=C1)C(=O)O (6-methylindole-2-carboxylic acid), P(=O)(Cl)(Cl)Cl (phosphorus oxychloride), CO (methanol). Product: COC(=O)C=1NC2=CC(=CC=C2C1)C (6-methylindole-2-carboxylic acid methyl ester). As a reaction SMILES: [CH3:1][C:2]1[CH:10]=[C:9]2[C:5]([CH:6]=[C:7]([C:11]([OH:13])=[O:12])[NH:8]2)=[CH:4][CH:3]=1.P(Cl)(Cl)(Cl)=O.[CH3:19]O>>[CH3:19][O:12][C:11]([C:7]1[NH:8][C:9]2[C:5]([CH:6]=1)=[CH:4][CH:3]=[C:2]([CH3:1])[CH:10]=2)=[O:13]. Procedure details: A solution of 6-methylindole-2-carboxylic acid (38.2 g.) in methanol (400 ml.) containing phosphorus oxychloride (5 ml.) was heated under reflux for 4 hours and then evaporated. The residue was dissolved in chloroform and the solution was washed successively with water and sodium bicarbonate solution and then dried (Na2SO4). Evaporation of the solvent gave a solid which was crystallized from methanol to give 6-methylindole-2-carboxylic acid methyl ester (28.1 g.), m.p. 128°-131° C. Starting materials: OC1=C(C(=O)NC(C(=O)OC)(C)C)C=CC=C1 (methyl 2-[(2-hydroxybenzoyl)amino]-2-methylpropanoate), C(=O)([O-])[O-].[K+].[K+] (K2CO3), ClCC1OC1 (2-(chloromethyl)oxirane). The solvent is C(C)#N (acetonitrile), CCOC(=O)C (EtOAc). Yields the product CC(C(=O)OC)(C)NC(C1=C(C=CC=C1)OCC1OC1)=O (Methyl 2-methyl-2-{[2-(2-oxiranylmethoxy)benzoyl]amino}propanoate). Isolated yield 5.0%. Reaction SMILES: [OH:1][C:2]1[CH:17]=[CH:16][CH:15]=[CH:14][C:3]=1[C:4]([NH:6][C:7]([CH3:13])([CH3:12])[C:8]([O:10][CH3:11])=[O:9])=[O:5].C([O-])([O-])=O.[K+].[K+].Cl[CH2:25][CH:26]1[CH2:28][O:27]1>C(#N)C.CCOC(C)=O>[CH3:13][C:7]([NH:6][C:4](=[O:5])[C:3]1[CH:14]=[CH:15][CH:16]=[CH:17][C:2]=1[O:1][CH2:25][CH:26]1[CH2:28][O:27]1)([CH3:12])[C:8]([O:10][CH3:11])=[O:9] |f:1.2.3|. Procedure: A solution of methyl 2-[(2-hydroxybenzoyl)amino]-2-methylpropanoate, K2CO3 (20 mmol, 2.68 g) and 2-(chloromethyl)oxirane (22 mmol, 2.03 g) in acetonitrile (60 ml) was stirred at reflux temperature overnight. The reaction mixture was diluted with EtOAc and washed with 1.8% HCl/aq (250 ml) and sat. NaCl/aq (250 ml). The organic phase was dried over Na2SO4 and concentrated at reduced pressure. The residue was purified on C18-column (H2O:CH3CN, 0.1M NH4OAc buffer, gradient 10% to 95% CH3CN) to give ... Starting materials: CCC1CC=CC(C)C1C(C)=O, [Li]CCCC, CC(C)NC(C)C, CC=O, Cl, C1CCOC1. Product: CC=CC(=O)C1C(C)C=CCC1CC. RXN SMILES: [CH2:13]([CH3:14])[CH:15]1[CH2:16][CH:17]=[CH:18][CH:19]([CH3:24])[CH:20]1[C:21]([CH3:22])=[O:23].[CH2:8]([Li:9])[CH2:10][CH2:11][CH3:12].[CH:1]([CH3:2])([NH:3][CH:4]([CH3:5])[CH3:6])[CH3:7].[CH:25](=[O:26])[CH3:27].[ClH:28].[O:29]1[CH2:30][CH2:31][CH2:32][CH2:33]1>>[CH:1]([CH3:2])=[CH:22][C:21]([CH:20]1[CH:15]([CH2:13][CH3:14])[CH2:16][CH:17]=[CH:18][CH:19]1[CH3:24])=[O:23]. The reactants are C(C)(C)(C)OC(C(CCC(=O)O)NC(CCC(NC(=O)C1CCC(CC1)CNC(CCCCCCCCCCCCCCCCCCC(=O)OC(C)(C)C)=O)C(=O)OC(C)(C)C)=O)=O (2-[4-tert-butoxycarbonyl-4-({4-[(19-tert-butoxycarbonylnonadecanoylamino)methyl]-cyclohexanecarbonyl}amino)butyrylamino]pentanedioic acid 1-tert-butyl ester), [B-](F)(F)(F)F.CN(C)C(=[N+](C)C)ON1C(=O)CCC1=O (TSTU), CCN(C(C)C)C(C)C (DIPEA). Run in C1CCOC1 (THF). Yields the product O=C1N(C(CC1)=O)OC(CCC(C(=O)OC(C)(C)C)NC(CCC(NC(=O)C1CCC(CC1)CNC(CCCCCCCCCCCCCCCCCCC(=O)OC(C)(C)C)=O)C(=O)OC(C)(C)C)=O)=O (2-[4-tert-Butoxycarbonyl-4-({4-[(19-tert-butoxycarbonylnonadecanoylamino)methyl]cyclohexanecarbonyl}amino)butyrylamino]pentanedioic acid 1-tert-butyl ester 5-(2,5-dioxopyrrolidin-1-yl)ester). Isolated yield 86.4%. RXN SMILES: [C:1]([O:5][C:6](=[O:64])[CH:7]([NH:13][C:14](=[O:63])[CH2:15][CH2:16][CH:17]([C:56]([O:58][C:59]([CH3:62])([CH3:61])[CH3:60])=[O:57])[NH:18][C:19]([CH:21]1[CH2:26][CH2:25][CH:24]([CH2:27][NH:28][C:29](=[O:55])[CH2:30][CH2:31][CH2:32][CH2:33][CH2:34][CH2:35][CH2:36][CH2:37][CH2:38][CH2:39][CH2:40][CH2:41][CH2:42][CH2:43][CH2:44][CH2:45][CH2:46][CH2:47][C:48]([O:50][C:51]([CH3:54])([CH3:53])[CH3:52])=[O:49])[CH2:23][CH2:22]1)=[O:20])[CH2:8][CH2:9][C:10]([OH:12])=[O:11])([CH3:4])([CH3:3])[CH3:2].[B-](F)(F)(F)F.CN(C(O[N:78]1[C:83](=[O:84])[CH2:82][CH2:81][C:79]1=[O:80])=[N+](C)C)C.CCN(C(C)C)C(C)C>C1COCC1>[O:80]=[C:79]1[CH2:81][CH2:82][C:83](=[O:84])[N:78]1[O:11][C:10](=[O:12])[CH2:9][CH2:8][CH:7]([NH:13][C:14](=[O:63])[CH2:15][CH2:16][CH:17]([C:56]([O:58][C:59]([CH3:62])([CH3:61])[CH3:60])=[O:57])[NH:18][C:19]([CH:21]1[CH2:26][CH2:25][CH:24]([CH2:27][NH:28][C:29](=[O:55])[CH2:30][CH2:31][CH2:32][CH2:33][CH2:34][CH2:35][CH2:36][CH2:37][CH2:38][CH2:39][CH2:40][CH2:41][CH2:42][CH2:43][CH2:44][CH2:45][CH2:46][CH2:47][C:48]([O:50][C:51]([CH3:52])([CH3:53])[CH3:54])=[O:49])[CH2:23][CH2:22]1)=[O:20])[C:6]([O:5][C:1]([CH3:2])([CH3:3])[CH3:4])=[O:64] |f:1.2|. Procedure: To a solution of 2-[4-tert-butoxycarbonyl-4-({4-[(19-tert-butoxycarbonylnonadecanoylamino)methyl]-cyclohexanecarbonyl}amino)butyrylamino]pentanedioic acid 1-tert-butyl ester (4.6 g) in THF (150 ml) was added TSTU (1.68 g). DIPEA (0.97 ml) was added. After stirring over night the mixture was concentrated in vacuo. The residue was crystallized from acetonitrile to afford the title compound as a solid (4.4 g, 87%)